This data is from the Open Reaction Database (ORD), a public repository of structured organic reaction records. The task is: describe an organic reaction: reactants, conditions, products, and yield Reactants: NC1=CC=NC=C1 (4-aminopyridine), S(=O)(Cl)Cl (thionyl chloride), C1(CCCC1)N1N=C(C2=CC=C(C=C12)C(=O)O)CC (1-cyclopentyl-3-ethyl-1H-indazole-6-carboxylic acid), CN(C)C=O (DMF). Run in C1(=CC=CC=C1)C (toluene), N1=CC=CC=C1 (pyridine), O (H2O). Conditions: time 8 hour. Yields the product N1=CC=C(C=C1)NC(=O)C1=CC=C2C(=NN(C2=C1)C1CCCC1)CC (1-Cyclopentyl-3-ethyl-1H-indazole-6-carboxylic acid pyridin-4-ylamide). Isolated yield 82.2%. RXN SMILES: S(Cl)(Cl)=O.[CH:5]1([N:10]2[C:18]3[C:13](=[CH:14][CH:15]=[C:16]([C:19]([OH:21])=O)[CH:17]=3)[C:12]([CH2:22][CH3:23])=[N:11]2)[CH2:9][CH2:8][CH2:7][CH2:6]1.CN(C=O)C.[NH2:29][C:30]1[CH:35]=[CH:34][N:33]=[CH:32][CH:31]=1>C1(C)C=CC=CC=1.O.N1C=CC=CC=1>[N:33]1[CH:34]=[CH:35][C:30]([NH:29][C:19]([C:16]2[CH:17]=[C:18]3[C:13]([C:12]([CH2:22][CH3:23])=[N:11][N:10]3[CH:5]3[CH2:6][CH2:7][CH2:8][CH2:9]3)=[CH:14][CH:15]=2)=[O:21])=[CH:31][CH:32]=1. Procedure: 46 μL (0.629 mmol, 1.3 equiv) thionyl chloride were added to a room temperature solution of 125 mg (0.484 mmol, 1.0 equiv) 1-cyclopentyl-3-ethyl-1H-indazole-6-carboxylic acid and 5 μL DMF in 5 mL anhydrous toluene. The reaction mixture was heated to reflux for 2 hours, then cooled to room temperature, concentrated to dryness on a rotary evaporator, and dried at high vacuum, room temperature for several hours. The crude acid chloride was dissolve din 5 mL anhydrous pyridine, 50 mg (0.532 mmol, 1.... The reactants are CCCCC=1C=CC=CC1 (n-butylbenzene), C(=C)[Si](Cl)(Cl)Cl (vinyltrichlorosilane). Reagents/catalysts: [Cl-].[Al+3].[Cl-].[Cl-] (aluminum chloride). RXN SMILES: [CH3:1][CH2:2][CH2:3][CH2:4][C:5]1[CH:6]=[CH:7][CH:8]=[CH:9][CH:10]=1.[CH:11]([Si:13]([Cl:16])([Cl:15])[Cl:14])=[CH2:12]>[Cl-].[Al+3].[Cl-].[Cl-]>[Cl:14][Si:13]([CH2:11][CH2:12][C:10]1[C:5]([CH2:4][CH2:3][CH2:2][CH3:1])=[C:6]([CH2:12][CH2:11][Si:13]([Cl:16])([Cl:15])[Cl:14])[C:7]([CH2:12][CH2:11][Si:13]([Cl:16])([Cl:15])[Cl:14])=[C:8]([CH2:12][CH2:11][Si:13]([Cl:16])([Cl:15])[Cl:14])[C:9]=1[CH2:12][CH2:11][Si:13]([Cl:16])([Cl:15])[Cl:14])([Cl:16])[Cl:15] |f:2.3.4.5|. Isolated yield 102.2%. Procedure: In the same apparatus and by the same procedure described in EXAMPLE 1, n-butylbenzene 0.86 g (6.40 mmol), vinyltrichlorosilane 5.17 g (32.00 mmol) and aluminum chloride 0.047 g (0.35 mmol) were reacted at 80° C. for 6 hours under a dry nitrogen atmosphere. Recrystallization of solid product from THF gave 6.16 g (yield: 2.68%, mp: 228°-35° C.) of pentakis(trichlorosilylethyl)-n-butylbenzene. Distillation of the filtrate gave 2.20 g (yield: 36.59%, bp: 192°-8° C./0.6 mm), 1.81 g (yield: 30.0%, bp... Yields the product Cl[Si](Cl)(Cl)CCC1=C(C(=C(C(=C1CCCC)CC[Si](Cl)(Cl)Cl)CC[Si](Cl)(Cl)Cl)CC[Si](Cl)(Cl)Cl)CC[Si](Cl)(Cl)Cl (pentakis(trichlorosilylethyl)-n-butylbenzene). Reactants: O (water), OC1=C(C=O)C=C(C=C1)O (2,5-dihydroxybenzaldehyde), C(\C=C\C)=O (crotonaldehyde), C([O-])([O-])=O.[K+].[K+] (potassium carbonate). Run in O1CCOCC1 (1,4-dioxane). The product is OC=1C=CC2=C(C=C(C(O2)C)C=O)C1 (6-hydroxy-2-methyl-2H-1-benzopyran-3-carboxaldehyde). As a reaction SMILES: [OH:1][C:2]1[CH:9]=[CH:8][C:7]([OH:10])=[CH:6][C:3]=1[CH:4]=O.[CH:11](=[O:15])/[CH:12]=[CH:13]/[CH3:14].C(=O)([O-])[O-].[K+].[K+].O>O1CCOCC1>[OH:10][C:7]1[CH:8]=[CH:9][C:2]2[O:1][CH:13]([CH3:14])[C:12]([CH:11]=[O:15])=[CH:4][C:3]=2[CH:6]=1 |f:2.3.4|. Procedure details: The starting material is prepared as follows: A mixture of 2,5-dihydroxybenzaldehyde (5.0 g, 36.2 mmol), crotonaldehyde (3.8 g, 54.3 mmol), and potassium carbonate (10.0 g, 72.4 mmol) in 75 ml of 1,4-dioxane is heated at reflux for 6 hours. The mixture is cooled and poured into water. This is extracted (3×) with dichloromethane, and the combined organic layers are dried (MgSO4) and concentrated to dryness to give 6-hydroxy-2-methyl-2H-1-benzopyran-3-carboxaldehyde as a colored solid. Such is con...